From a dataset of the Open Reaction Database (ORD), a public repository of structured organic reaction records. describe an organic reaction: reactants, conditions, products, and yield Product: CC1(C)Cc2cc(C(=O)O)ccc2NC1c1cccc(C(=O)Nc2ccccc2)c1. The reactants are CCOC(=O)c1ccc2c(c1)CC(C)(C)C(c1cccc(C(=O)Nc3ccccc3)c1)N2, CO, Cl, [Na+], C1CCOC1, [OH-], O. Reaction SMILES: [CH2:1]([CH3:2])[O:3][C:4](=[O:5])[c:6]1[cH:7][c:8]2[c:13]([cH:14][cH:15]1)[NH:12][CH:11]([c:16]1[cH:17][c:18]([C:22]([NH:23][c:24]3[cH:25][cH:26][cH:27][cH:28][cH:29]3)=[O:30])[cH:19][cH:20][cH:21]1)[C:10]([CH3:31])([CH3:32])[CH2:9]2.[CH3:34][OH:35].[ClH:33].[Na+:42].[O:36]1[CH2:37][CH2:38][CH2:39][CH2:40]1.[OH-:41].[OH2:43]>>[O:3]=[C:4]([OH:5])[c:6]1[cH:7][c:8]2[c:13]([cH:14][cH:15]1)[NH:12][CH:11]([c:16]1[cH:17][c:18]([C:22]([NH:23][c:24]3[cH:25][cH:26][cH:27][cH:28][cH:29]3)=[O:30])[cH:19][cH:20][cH:21]1)[C:10]([CH3:31])([CH3:32])[CH2:9]2. Reactants: ClC=1N=CC(=C2C=CC(=NC12)C)I (8-chloro-5-iodo-2-methyl-[1,7]naphthyridine), N1=CC(=CC=C1)B(O)O (3-pyridineboronic acid), NC=1N=C(SC1)C (4-amino-2-methylthiazole). Product: CC1=NC2=C(N=CC(=C2C=C1)C=1C=NC=CC1)NC=1N=C(SC1)C ((2-Methyl-5-pyridin-3-yl-[1,7]naphthyridin-8-yl)-(2-methyl-thiazol-4-yl)-amine). As a reaction SMILES: Cl[C:2]1[N:3]=[CH:4][C:5](I)=[C:6]2[C:11]=1[N:10]=[C:9]([CH3:12])[CH:8]=[CH:7]2.[N:14]1[CH:19]=[CH:18][CH:17]=[C:16](B(O)O)[CH:15]=1.[NH2:23][C:24]1[N:25]=[C:26]([CH3:29])[S:27][CH:28]=1>>[CH3:12][C:9]1[CH:8]=[CH:7][C:6]2[C:11](=[C:2]([NH:23][C:24]3[N:25]=[C:26]([CH3:29])[S:27][CH:28]=3)[N:3]=[CH:4][C:5]=2[C:16]2[CH:15]=[N:14][CH:19]=[CH:18][CH:17]=2)[N:10]=1. Procedure details: The title compound, MS: m/e=334.2 (M+H+), was prepared in accordance with the general method of example 15 step 1 and step 3 from 8-chloro-5-iodo-2-methyl-[1,7]naphthyridine (Example I), 3-pyridineboronic acid and 4-amino-2-methylthiazole (Example F). RXN SMILES: [C:1](O[C@@H]1[C@@H](OC(=O)C)[C@H](OC(=O)C)[C@@H](COC(=O)C)S[C@H]1Br)(=[O:3])[CH3:2].[CH2:25]([C:27]1[CH:40]=[CH:39][C:30]([CH2:31][C:32]2[CH:37]=[CH:36][CH:35]=[CH:34][C:33]=2[OH:38])=[CH:29][CH:28]=1)[CH3:26].C(=O)([O-])[O-].[K+].[K+]>[Cl-].C([N+](CCCC)(CCCC)CCCC)C1C=CC=CC=1.C(Cl)(Cl)Cl>[C:1]([O:38][C:33]1[CH:34]=[CH:35][CH:36]=[CH:37][C:32]=1[CH2:31][C:30]1[CH:39]=[CH:40][C:27]([CH2:25][CH3:26])=[CH:28][CH:29]=1)(=[O:3])[CH3:2] |f:2.3.4,5.6|. Conditions: temperature 60 celsius. Reagents/catalysts: [Cl-].C(C1=CC=CC=C1)[N+](CCCC)(CCCC)CCCC (benzyl tri-n-butylammonium chloride). Reported procedure: 2,3,4,6-Tetra-O-acetyl-5-thio-β-D-glucopyranosyl bromide (1) (Tetrahedron, vol. 49, p. 8977, 1993), 2-(4-ethylbenzyl)phenol (9), potassium carbonate and benzyl tri-n-butylammonium chloride were mixed in chloroform and heated at 60° C. However, it was completely impossible to obtain a glycosylation product. 2-(4-Ethylbenzyl)phenyl acetate was obtained as a by-product. The product is C(C)(=O)OC1=C(C=CC=C1)CC1=CC=C(C=C1)CC (2-(4-Ethylbenzyl)phenyl acetate). The reactants are C(C)(=O)O[C@H]1[C@@H](S[C@@H]([C@H]([C@@H]1OC(C)=O)OC(C)=O)COC(C)=O)Br (2,3,4,6-Tetra-O-acetyl-5-thio-β-D-glucopyranosyl bromide), C(C)C1=CC=C(CC2=C(C=CC=C2)O)C=C1 (2-(4-ethylbenzyl)phenol), C([O-])([O-])=O.[K+].[K+] (potassium carbonate). Solvent: C(Cl)(Cl)Cl (chloroform).